This data is from the Open Reaction Database (ORD), a public repository of structured organic reaction records. The task is: describe an organic reaction: reactants, conditions, products, and yield The reactants are CN1Cc2c(C#N)ncn2-c2cccc(Br)c2C1=O, CCO, Cl, NO, [Na+], [Na+], O=C([O-])[O-], O. Product: CN1Cc2c(C(N)=NO)ncn2-c2cccc(Br)c2C1=O. RXN SMILES: [Br:1][c:2]1[cH:3][cH:4][cH:5][c:6]2[c:7]1[C:8](=[O:19])[N:9]([CH3:18])[CH2:10][c:11]1[n:12]-2[cH:13][n:14][c:15]1[C:16]#[N:17].[CH3:29][CH2:30][OH:31].[ClH:26].[NH2:27][OH:28].[Na+:20].[Na+:21].[O-:22][C:23](=[O:24])[O-:25].[OH2:32]>>[Br:1][c:2]1[cH:3][cH:4][cH:5][c:6]2[c:7]1[C:8](=[O:19])[N:9]([CH3:18])[CH2:10][c:11]1[n:12]-2[cH:13][n:14][c:15]1[C:16]([NH2:17])=[N:27][OH:28]. The reactants are CS(=O)(=O)Cl, CCN(C(C)C)C(C)C, NCCc1ccc(Cl)cc1, ClCCl. Product: CS(=O)(=O)NCCc1ccc(Cl)cc1. As a reaction SMILES: [CH3:20][S:21]([Cl:22])(=[O:23])=[O:24].[CH:11]([N:12]([CH2:13][CH3:14])[CH:15]([CH3:16])[CH3:17])([CH3:18])[CH3:19].[Cl:1][c:2]1[cH:3][cH:4][c:5]([CH2:6][CH2:7][NH2:8])[cH:9][cH:10]1.[Cl:25][CH2:26][Cl:27]>>[Cl:1][c:2]1[cH:3][cH:4][c:5]([CH2:6][CH2:7][NH:8][S:21]([CH3:20])(=[O:23])=[O:24])[cH:9][cH:10]1. The reactants are O=C([O-])[O-], CN(C)C=O, CC(C)c1cccc(O)c1, Cc1cc([N+](=O)[O-])c(Cl)cc1F, [K+], [K+]. The product is Cc1cc([N+](=O)[O-])c(Cl)cc1Oc1cccc(C(C)C)c1. As a reaction SMILES: [C:23](=[O:24])([O-:25])[O-:26].[CH3:29][N:30]([CH3:31])[CH:32]=[O:33].[CH:1]([CH3:2])([CH3:3])[c:4]1[cH:5][c:6]([OH:10])[cH:7][cH:8][cH:9]1.[Cl:11][c:12]1[cH:13][c:14]([F:22])[c:15]([CH3:21])[cH:16][c:17]1[N+:18](=[O:19])[O-:20].[K+:27].[K+:28]>>[CH:1]([CH3:2])([CH3:3])[c:4]1[cH:5][c:6]([O:10][c:14]2[cH:13][c:12]([Cl:11])[c:17]([N+:18](=[O:19])[O-:20])[cH:16][c:15]2[CH3:21])[cH:7][cH:8][cH:9]1. The reactants are C(C1=CC=CC=C1)OC(=O)N1CCC(CC1)CCCCC(C(=O)OCC)=O (ethyl 6-(1-benzyloxycarbonyl-4-piperidyl)-2-oxohexanoate), C(C)(=O)O (acetic acid), O (Water), C(#N)[BH3-].[Na+] (Sodium cyanoborohydride). The solvent is C(C)O (ethanol). Reaction conditions: time 1 hour. Yields the product C(C1=CC=CC=C1)OC(=O)N1CCC(CC1)CCCCC(C(=O)OCC)O (ethyl 6-(1-benzyloxycarbonyl-4-piperidyl)-2-hydroxyhexanoate). Yield: 61.2%. Reaction SMILES: [CH2:1]([O:8][C:9]([N:11]1[CH2:16][CH2:15][CH:14]([CH2:17][CH2:18][CH2:19][CH2:20][C:21](=[O:27])[C:22]([O:24][CH2:25][CH3:26])=[O:23])[CH2:13][CH2:12]1)=[O:10])[C:2]1[CH:7]=[CH:6][CH:5]=[CH:4][CH:3]=1.C(O)(=O)C.C([BH3-])#N.[Na+].O>C(O)C>[CH2:1]([O:8][C:9]([N:11]1[CH2:16][CH2:15][CH:14]([CH2:17][CH2:18][CH2:19][CH2:20][CH:21]([OH:27])[C:22]([O:24][CH2:25][CH3:26])=[O:23])[CH2:13][CH2:12]1)=[O:10])[C:2]1[CH:3]=[CH:4][CH:5]=[CH:6][CH:7]=1 |f:2.3|. Procedure: In 40 ml of ethanol is dissolved 26 g of ethyl 6-(1-benzyloxycarbonyl-4-piperidyl)-2-oxohexanoate, and 6.2 g of acetic acid is added to the solution. Sodium cyanoborohydride (4.4 g) is added to the mixture under ice-cooling, and the mixture is stirred for 1 hour and allowed to stand at room temperature overnight. Water (500 ml) is added to the reaction solution, followed by extraction with methylene chloride. The extract is dried over anhydrous magnesium sulfate and concentrated under reduced pr... Starting materials: CN(C)C=O (DMF), O=P(Cl)(Cl)Cl (POCl3), C(C)C=1OC=CC1 (2-ethyl furan). Conditions: temperature 0 celsius, time 1 hour. Yields the product C(C)C1=CC=C(O1)C=O (5-ethylfuran-2-carboxaldehyde). The yield is 68.9%. As a reaction SMILES: CN([CH:4]=[O:5])C.O=P(Cl)(Cl)Cl.[CH2:11]([C:13]1[O:14][CH:15]=[CH:16][CH:17]=1)[CH3:12]>>[CH2:11]([C:13]1[O:14][C:15]([CH:4]=[O:5])=[CH:16][CH:17]=1)[CH3:12]. Procedure details: A sample of DMF (9.3 mL, 120 mmol) was cooled to 0° C. and POCl3 (3.37 g, 22 mmol) was added, the mixture was stirred for 1 hour at 0° C., then 2-ethyl furan (1.92 g, 20 mmol) was added. The reaction was quenched by pouring onto ice, and the mixture was stirred for 18 hours. The mixture was extracted with hexane, which was dried over MgSO4 and concentrated to give 1.71 g of the title compound (used without further purification). The reactants are O=C([O-])[O-], CCO, N#Cc1ccc(F)c(Cl)c1, Cl, [K+], [K+], NO. Product: NC(=NO)c1ccc(F)c(Cl)c1. As a reaction SMILES: [C:14](=[O:15])([O-:16])[O-:17].[CH3:20][CH2:21][OH:22].[Cl:1][c:2]1[cH:3][c:4]([C:5]#[N:6])[cH:7][cH:8][c:9]1[F:10].[ClH:11].[K+:18].[K+:19].[NH2:12][OH:13]>>[Cl:1][c:2]1[cH:3][c:4]([C:5]([NH2:6])=[N:12][OH:13])[cH:7][cH:8][c:9]1[F:10]. Reactants: CS(=O)(=O)O[C@@H]1CN(CC1)C1=NC=2N(C(=C1)NC1CCOCC1)N=C(C2)C2=NC1=CC=CC=C1N=C2C ((35)-1-[2-(3-methylquinoxalin-2-yl)-7-(tetrahydro-2H-pyran-4-ylamino)pyrazolo[1,5-a]pyrimidin-5-yl]pyrrolidin-3-yl methanesulfonate), [F-].[K+] (potassium fluoride). Solvent: C(C)#N (acetonitrile). The product is N1(CC=CC1)C1=NC=2N(C(=C1)NC1CCOCC1)N=C(C2)C2=NC1=CC=CC=C1N=C2C (5-(2,5-dihydro-1H-pyrrol-1-yl)-2-(3-methylquinoxalin-2-yl)-N-(tetrahydro-2H-pyran-4-yl)pyrazolo[1,5-a]pyrimidin-7-amine), compound. As a reaction SMILES: CS(O[C@H:6]1[CH2:10][CH2:9][N:8]([C:11]2[CH:16]=[C:15]([NH:17][CH:18]3[CH2:23][CH2:22][O:21][CH2:20][CH2:19]3)[N:14]3[N:24]=[C:25]([C:27]4[C:36]([CH3:37])=[N:35][C:34]5[C:29](=[CH:30][CH:31]=[CH:32][CH:33]=5)[N:28]=4)[CH:26]=[C:13]3[N:12]=2)[CH2:7]1)(=O)=O.[F-].[K+]>C(#N)C>[N:8]1([C:11]2[CH:16]=[C:15]([NH:17][CH:18]3[CH2:23][CH2:22][O:21][CH2:20][CH2:19]3)[N:14]3[N:24]=[C:25]([C:27]4[C:36]([CH3:37])=[N:35][C:34]5[C:29](=[CH:30][CH:31]=[CH:32][CH:33]=5)[N:28]=4)[CH:26]=[C:13]3[N:12]=2)[CH2:7][CH:6]=[CH:10][CH2:9]1 |f:1.2|. Procedure details: A solution of (35)-1-[2-(3-methylquinoxalin-2-yl)-7-(tetrahydro-2H-pyran-4-ylamino)pyrazolo[1,5-a]pyrimidin-5-yl]pyrrolidin-3-yl methanesulfonate (50 mg, 0.0955 mmol) 4,7,13,16,21,24-hexaoxa-1,10-diazabicyclo[8.8.8]hexacosane (108 mg, 0.286 mmol), and potassium fluoride (17 mg, 0.286 mmol) in acetonitrile (2.0 mL) was refluxed for 15 min. After being cooled to ambient temperature, the reaction mixture was concentrated in vacuo. The crude was purified by silica gel column chromatography (chlorofo...